This data is from the Open Reaction Database (ORD), a public repository of structured organic reaction records. The task is: describe an organic reaction: reactants, conditions, products, and yield The reactants are ClCCN1CCCC1, Cl, [H-], [K+], [K+], [Na+], O=C([O-])[O-], CN(C)C=O, CC(=O)Nc1cc([N+](=O)[O-])ccc1O. Yields the product CC(=O)Nc1cc([N+](=O)[O-])ccc1OCCN1CCCC1. As a reaction SMILES: [Cl:24][CH2:25][CH2:26][N:27]1[CH2:28][CH2:29][CH2:30][CH2:31]1.[ClH:23].[H-:16].[K+:17].[K+:18].[Na+:15].[O-:19][C:20]([O-:21])=[O:22].[O:32]=[CH:33][N:34]([CH3:35])[CH3:36].[OH:1][c:2]1[c:3]([NH:11][C:12]([CH3:13])=[O:14])[cH:4][c:5]([N+:8](=[O:9])[O-:10])[cH:6][cH:7]1>>[O:1]([c:2]1[c:3]([NH:11][C:12]([CH3:13])=[O:14])[cH:4][c:5]([N+:8](=[O:9])[O-:10])[cH:6][cH:7]1)[CH2:25][CH2:26][N:27]1[CH2:28][CH2:29][CH2:30][CH2:31]1. Starting materials: C=O, CC1(C)SC2C(NC(=O)C(N)c3ccccc3)C(=O)N2C1C(=O)O, Cc1ncc(CO)c(C=O)c1O, [K+], [K+], [K+], NC(=O)CC(N)C(=O)O, O=P([O-])([O-])[O-], O=P([O-])([O-])[O-]. The product is NC(=O)CC(N)(CO)C(=O)O. RXN SMILES: [CH2:25]=[O:26].[CH:1]12[CH:2]([NH:3][C:4]([CH:5]([c:6]3[cH:7][cH:10][cH:11][cH:12][cH:13]3)[NH2:14])=[O:15])[C:8](=[O:9])[N:16]1[CH:17]([C:18](=[O:19])[OH:20])[C:21]([CH3:22])([CH3:23])[S:24]2.[CH:36]([c:37]1[c:38]([OH:39])[c:40]([CH3:41])[n:42][cH:43][c:44]1[CH2:45][OH:46])=[O:47].[K+:58].[K+:59].[K+:60].[NH2:27][CH:28]([CH2:29][C:30]([NH2:31])=[O:32])[C:33]([OH:34])=[O:35].[O-:48][P:49](=[O:50])([O-:51])[O-:52].[P:53]([O-:54])([O-:55])([O-:56])=[O:57]>>[CH2:8]([OH:9])[C:28]([NH2:27])([CH2:29][C:30]([NH2:31])=[O:32])[C:33]([OH:34])=[O:35].